Dataset: the Open Reaction Database (ORD), a public repository of structured organic reaction records. Task: describe an organic reaction: reactants, conditions, products, and yield The reactants are F[B-](F)(F)F, Cl, OCC1CNc2ccccc21, O=C(O)c1cc(Nc2ccc3c(c2)CC2(C3)C(=O)Nc3ncccc32)ncn1, CN(C)C=O, CN(C)C(On1nnc2ccccc21)=[N+](C)C. Product: O=C(c1cc(Nc2ccc3c(c2)CC2(C3)C(=O)Nc3ncccc32)ncn1)N1CC(CO)c2ccccc21. As a reaction SMILES: [B-:41]([F:42])([F:43])([F:44])[F:45].[ClH:1].[NH:30]1[CH2:31][CH:32]([CH2:39][OH:40])[c:33]2[cH:34][cH:35][cH:36][cH:37][c:38]21.[O:2]=[C:3]1[NH:4][c:5]2[n:6][cH:7][cH:8][cH:9][c:10]2[C:11]12[CH2:12][c:13]1[cH:14][cH:15][c:16]([NH:20][c:21]3[cH:22][c:23]([C:27](=[O:28])[OH:29])[n:24][cH:25][n:26]3)[cH:17][c:18]1[CH2:19]2.[O:63]=[CH:64][N:65]([CH3:66])[CH3:67].[n:46]1([O:47][C:48]([N:49]([CH3:50])[CH3:51])=[N+:52]([CH3:53])[CH3:54])[c:55]2[cH:56][cH:57][cH:58][cH:59][c:60]2[n:61][n:62]1>>[O:2]=[C:3]1[NH:4][c:5]2[n:6][cH:7][cH:8][cH:9][c:10]2[C:11]12[CH2:12][c:13]1[cH:14][cH:15][c:16]([NH:20][c:21]3[cH:22][c:23]([C:27](=[O:29])[N:30]4[CH2:31][CH:32]([CH2:39][OH:40])[c:33]5[cH:34][cH:35][cH:36][cH:37][c:38]54)[n:24][cH:25][n:26]3)[cH:17][c:18]1[CH2:19]2. Starting materials: P(=O)([O-])([O-])[O-].[K+].[K+].[K+] (potassium phosphate), C1=CC(=C[N+](=C1)[C@H]2[C@@H]([C@@H]([C@H](O2)COP(=O)(O)OP(=O)(O)OC[C@@H]3[C@H]([C@H]([C@@H](O3)N4C=NC5=C4N=CN=C5N)OP(=O)(O)O)O)O)O)C(=O)N (NADP+), O=C[C@H](O)[C@@H](O)[C@H](O)[C@H](O)CO (D-glucose), O=C[C@H](O)[C@@H](O)[C@H](O)[C@H](O)CO (glucose), FC1=CC=C(C=C1)C(CCCC(=O)N1CCOCC1)=O (1-(4-Fluoro-phenyl)-5-morpholin-4-yl-pentane-1,5-dione). Solvent: CO (MeOH), C(C)(=O)OCC (Ethyl acetate). Run at temperature 31 celsius, time 24 hour. Product: FC1=CC=C(C=C1)[C@H](CCCC(=O)N1CCOCC1)O ((S)-5-(4-Fluoro-phenyl)-5-hydroxy-1morpholin-4-yl-pentan-1-one). Reaction SMILES: P([O-])([O-])([O-])=O.[K+].[K+].[K+].C1C=[N+]([C@@H]2O[C@H](COP(OP(OC[C@H]3O[C@@H](N4C5N=CN=C(N)C=5N=C4)[C@H](OP(O)(O)=O)[C@@H]3O)(O)=O)(O)=O)[C@@H](O)[C@H]2O)C=C(C(N)=O)C=1.O=C[C@@H]([C@H]([C@@H]([C@@H](CO)O)O)O)O.[F:69][C:70]1[CH:75]=[CH:74][C:73]([C:76](=[O:88])[CH2:77][CH2:78][CH2:79][C:80]([N:82]2[CH2:87][CH2:86][O:85][CH2:84][CH2:83]2)=[O:81])=[CH:72][CH:71]=1>CO.C(OCC)(=O)C>[F:69][C:70]1[CH:75]=[CH:74][C:73]([C@@H:76]([OH:88])[CH2:77][CH2:78][CH2:79][C:80]([N:82]2[CH2:83][CH2:84][O:85][CH2:86][CH2:87]2)=[O:81])=[CH:72][CH:71]=1 |f:0.1.2.3|. Procedure: ES-KRED-106 (5 mg, Chiral Vision) was dissolved in 5 ml buffer (containing 250 mM potassium phosphate, 5 mg NADP+, 330 mM D-glucose, 2 U/ml glucose dehydrogenase, (GDH) pH 7.0). A solution of 1-(4-Fluoro-phenyl)-5-morpholin-4-yl-pentane-1,5-dione in MeOH (4 mg in 0.2 ml) was added. The mixture was stirred at 31° C. for 24 hrs and monitored by HPLC. Ethyl acetate (5 ml) was added and the phases were separated. The organic layer was evaporated to get the (S)-5-(4-Fluoro-phenyl)-5-hydroxy-1morpholi... The reactants are [N+](=O)([O-])C1=CC=C(C=O)C=C1 (4-nitrobenzaldehyde), CC(C(=O)O)C(=O)O (methylmalonic acid), N1CCCCC1 (piperidine), Cl (hydrochloric acid), ice. Run in N1=CC=CC=C1 (pyridine). Reaction conditions: time 24 hour. The product is CC(C(=O)O)=CC1=CC=C(C=C1)[N+](=O)[O-] (α-methyl-4-nitrocinnamic acid). As a reaction SMILES: [N+:1]([C:4]1[CH:11]=[CH:10][C:7]([CH:8]=O)=[CH:6][CH:5]=1)([O-:3])=[O:2].[CH3:12][CH:13](C(O)=O)[C:14]([OH:16])=[O:15].N1CCCCC1.Cl>N1C=CC=CC=1>[CH3:12][C:13](=[CH:8][C:7]1[CH:10]=[CH:11][C:4]([N+:1]([O-:3])=[O:2])=[CH:5][CH:6]=1)[C:14]([OH:16])=[O:15]. Procedure: 630 ml of pyridine was added to 76 g of 4-nitrobenzaldehyde (m.p. 105°-106.5° C.), 118 g of methylmalonic acid (prepared by hydrolysis of diethyl methylmalonate) and 85 g of piperidine. The mixture was heated with stirring over a steam bath for 24 hours. After being allowed to cool, the reaction mixture was then added to a mixture of 1,250 ml of concentrated hydrochloric acid and 2.5 kg of ice. The resulting oil content was then extracted with diethyl ether. The oil content was further extracted... Reactants: C(C1=CC=CC=C1)N1C2C=C(CC1CC2)OS(=O)(=O)C(F)(F)F (trifluoromethanesulfonic acid 8-benzyl-8-aza-bicyclo[3.2.1]oct-2-en-3-yl ester), COC1=CC=C(C=C1)B(O)O (4-Methoxyphenyl boronic acid), [Cl-].[Li+] (lithium chloride), C(=O)([O-])[O-].[Na+].[Na+] (Na2CO3). The reagents and catalysts are C=1C=CC(=CC1)[P](C=2C=CC=CC2)(C=3C=CC=CC3)[Pd]([P](C=4C=CC=CC4)(C=5C=CC=CC5)C=6C=CC=CC6)([P](C=7C=CC=CC7)(C=8C=CC=CC8)C=9C=CC=CC9)[P](C=1C=CC=CC1)(C=1C=CC=CC1)C=1C=CC=CC1 (Pd(PPh3)4). Run in O (water), COCCOC (1,2-dimethoxyethane), [Cl-].[Na+].O (brine). The product is C(C1=CC=CC=C1)N1C2C=C(CC1CC2)C2=CC=C(C=C2)OC (8-Benzyl-3-(4-methoxy-phenyl)-8-aza-bicyclo[3.2.1]oct-2-ene). RXN SMILES: [CH3:1][O:2][C:3]1[CH:8]=[CH:7][C:6](B(O)O)=[CH:5][CH:4]=1.[Cl-].[Li+].C([O-])([O-])=O.[Na+].[Na+].[CH2:20]([N:27]1[CH:32]2[CH2:33][CH2:34][CH:28]1[CH:29]=[C:30](OS(C(F)(F)F)(=O)=O)[CH2:31]2)[C:21]1[CH:26]=[CH:25][CH:24]=[CH:23][CH:22]=1>[Cl-].[Na+].O.C1C=CC([P]([Pd]([P](C2C=CC=CC=2)(C2C=CC=CC=2)C2C=CC=CC=2)([P](C2C=CC=CC=2)(C2C=CC=CC=2)C2C=CC=CC=2)[P](C2C=CC=CC=2)(C2C=CC=CC=2)C2C=CC=CC=2)(C2C=CC=CC=2)C2C=CC=CC=2)=CC=1.COCCOC.O>[CH2:20]([N:27]1[CH:32]2[CH2:33][CH2:34][CH:28]1[CH:29]=[C:30]([C:6]1[CH:7]=[CH:8][C:3]([O:2][CH3:1])=[CH:4][CH:5]=1)[CH2:31]2)[C:21]1[CH:26]=[CH:25][CH:24]=[CH:23][CH:22]=1 |f:1.2,3.4.5,7.8.9,^1:49,51,70,89|. Reported procedure: 4-Methoxyphenyl boronic acid (0.50 g), lithium chloride (0.26 g), Pd(PPh3)4 (0.17 g), and finally 2 M aqueous Na2CO3 solution (3.2 mL) are added in turn to a flask charged with a stir bar, trifluoromethanesulfonic acid 8-benzyl-8-aza-bicyclo[3.2.1]oct-2-en-3-yl ester (1.0 g), water (5 mL), and 1,2-dimethoxyethane (25 mL) under argon atmosphere. The resulting mixture is stirred at reflux temperature for 5 h. After cooling to ambient temperature, brine is added and the mixture is extracted with et... Starting materials: CCOC(=O)c1c(-c2ccccc2)nc2c(cnn2CC)c1-c1cncc(C)c1, CCO, [K+], [OH-], O. Yields the product CCn1ncc2c(-c3cncc(C)c3)c(C(=O)O)c(-c3ccccc3)nc21. Reaction SMILES: [CH2:1]([CH3:2])[n:3]1[n:4][cH:5][c:6]2[c:7]1[n:8][c:9](-[c:24]1[cH:25][cH:26][cH:27][cH:28][cH:29]1)[c:10]([C:19](=[O:20])[O:21][CH2:22][CH3:23])[c:11]2-[c:12]1[cH:13][n:14][cH:15][c:16]([CH3:18])[cH:17]1.[CH3:32][CH2:33][OH:34].[K+:31].[OH-:30].[OH2:35]>>[CH2:1]([CH3:2])[n:3]1[n:4][cH:5][c:6]2[c:7]1[n:8][c:9](-[c:24]1[cH:25][cH:26][cH:27][cH:28][cH:29]1)[c:10]([C:19](=[O:20])[OH:21])[c:11]2-[c:12]1[cH:13][n:14][cH:15][c:16]([CH3:18])[cH:17]1. Reactants: [OH-].[Na+] (NaOH), OO (H2O2), NC1=C(C(=NN1C(CCCC1=CC=CC=C1)C(C)O)C)C#N (5-amino-1-[1-(1-hydroxy-ethyl)-4-phenyl-butyl]-3methyl-1H-pyrazole-4-carbonitrile). The reagents and catalysts are S(=O)(=O)(O)[O-].C(CCC)[N+](CCCC)(CCCC)CCCC (tetrabutylammonium hydrogen sulphate). Run in C(Cl)Cl (CH2Cl2). Reaction conditions: time 15 hour. Yields the product NC1=C(C(=NN1C(CCCC1=CC=CC=C1)C(C)O)C)C(=O)N (5-Amino-1-[1-(1-hydroxy-ethyl)-4-phenyl-butyl]-3-methyl-1H-pyrazole-4-carboxamide). As a reaction SMILES: [NH2:1][C:2]1[N:6]([CH:7]([CH:17]([OH:19])[CH3:18])[CH2:8][CH2:9][CH2:10][C:11]2[CH:16]=[CH:15][CH:14]=[CH:13][CH:12]=2)[N:5]=[C:4]([CH3:20])[C:3]=1[C:21]#[N:22].[OH-:23].[Na+].OO>S([O-])(O)(=O)=O.C([N+](CCCC)(CCCC)CCCC)CCC.C(Cl)Cl>[NH2:1][C:2]1[N:6]([CH:7]([CH:17]([OH:19])[CH3:18])[CH2:8][CH2:9][CH2:10][C:11]2[CH:12]=[CH:13][CH:14]=[CH:15][CH:16]=2)[N:5]=[C:4]([CH3:20])[C:3]=1[C:21]([NH2:22])=[O:23] |f:1.2,4.5|. Reported procedure: 3.7 g (12.37 mmol) of 5-amino-1-[1-(1-hydroxy-ethyl)-4-phenyl-butyl]-3methyl-1H-pyrazole-4-carbonitrile and 950 mg of tetrabutylammonium hydrogen sulphate are dissolved in 25 ml of CH2Cl2, 5.5 ml of 5M NaOH and 7 ml of 30% strength H2O2 are added, and the mixture is stirred for 15 hours at room temperature. The phases are separated, the organic phase is extracted twice with water, the organic phase is dried over Na2SO4, and the solvent is removed in vacuo. Yield: 3.24 g (83%), Rf=0.11 (petroleum...